From a dataset of the Open Reaction Database (ORD), a public repository of structured organic reaction records. describe an organic reaction: reactants, conditions, products, and yield Reactants: CN1CCNCC1 (N-Methylpiperazine), ClC1=CC=C(C=C1)C1=NNC(=C1)/C=C/C1=CC=C(C=C1)O (4-{(E)-2-[3-(4-chlorophenyl)-1H-pyrazol-5-yl]ethenyl}phenol), CC(C)(C)[O-].[Na+] (NaOtBu), acetato(2′-di-tert-butylphosphino-1,1′-biphenyl-2-yl)palladium. Solvent: C1(=CC=CC=C1)C (toluene), CO (methanol). Conditions: temperature 80 celsius, time 24 hour. Yields the product CN1CCN(CC1)C1=CC=C(C=C1)C1=NNC(=C1)/C=C/C1=CC=C(C=C1)O (4-((E)-2-{3-[4-(4-Methylpiperazin-1-yl)phenyl]-1H-pyrazol-5-yl}ethenyl)phenol). Isolated yield 8.4%. RXN SMILES: [CH3:1][N:2]1[CH2:7][CH2:6][NH:5][CH2:4][CH2:3]1.Cl[C:9]1[CH:14]=[CH:13][C:12]([C:15]2[CH:19]=[C:18](/[CH:20]=[CH:21]/[C:22]3[CH:27]=[CH:26][C:25]([OH:28])=[CH:24][CH:23]=3)[NH:17][N:16]=2)=[CH:11][CH:10]=1.CC([O-])(C)C.[Na+]>C1(C)C=CC=CC=1.CO>[CH3:1][N:2]1[CH2:7][CH2:6][N:5]([C:9]2[CH:10]=[CH:11][C:12]([C:15]3[CH:19]=[C:18](/[CH:20]=[CH:21]/[C:22]4[CH:23]=[CH:24][C:25]([OH:28])=[CH:26][CH:27]=4)[NH:17][N:16]=3)=[CH:13][CH:14]=2)[CH2:4][CH2:3]1 |f:2.3|. Reported procedure: N-Methylpiperazine (50 μL, 0.49 mmol) was added to a suspension of 4-{(E)-2-[3-(4-chlorophenyl)-1H-pyrazol-5-yl]ethenyl}phenol (0.097 g, 0.33 mmol), NaOtBu (0.110 g, 1.14 mmol) and acetato(2′-di-tert-butylphosphino-1,1′-biphenyl-2-yl)palladium (0.015 g, 33 μmol, 10 mol %) in anhydrous toluene (1.5 mL) and heated to 80° C. After 24 hours, the reaction was cooled to room temperature, diluted with methanol and filtered though a celite pad. The filtrate was concentrated in vacuo and the residue puri...